From a dataset of the Open Reaction Database (ORD), a public repository of structured organic reaction records. describe an organic reaction: reactants, conditions, products, and yield The solvent is C(C)(=O)O (acetic acid), C(C)(=O)OC(C)=O (acetic anhydride). As a reaction SMILES: [CH3:1][C:2]1[S:3][C:4]([C:7]2[CH:12]=[CH:11][C:10]([Cl:13])=[CH:9][CH:8]=2)=[N:5][N:6]=1.[CH3:14][N:15]1[C:19]([N+:20]([O-:22])=[O:21])=[CH:18][N:17]=[C:16]1[CH:23]=O.CCOCC>C(O)(=O)C.C(OC(=O)C)(=O)C.[Cl-].[Cl-].[Zn+2]>[Cl:13][C:10]1[CH:11]=[CH:12][C:7]([C:4]2[S:3][C:2]([CH:1]=[CH:23][C:16]3[N:15]([CH3:14])[C:19]([N+:20]([O-:22])=[O:21])=[CH:18][N:17]=3)=[N:6][N:5]=2)=[CH:8][CH:9]=1 |f:5.6.7|. Procedure: 21 g of 2-methyl-5-(4-chlorophenyl)-1,3,4-thiadiazole and 22.8 g of 1-methyl-5-nitroimidazol-2-carboxaldehyde are heated with 0.5 g of ZnCl2 in a mixture of 100 ml of acetic acid and 50 ml acetic anhydride for 5 hours at reflux temperature. After cooling, ether is added to the reaction mixture, and the precipitated solid is washed with water and recrystallized from dimethylformamide. 27.5 g of product of obtained, corresponding to 77% of the theory. The compound melts at 268° C. Product: ClC1=CC=C(C=C1)C=1SC(=NN1)C=CC=1N(C(=CN1)[N+](=O)[O-])C (2-(4-chlorophenyl)-5-[2-(1-methyl-5-nitroimidazol-2-yl)-vinyl]-1,3,4-thiadiazole). Starting materials: CC=1SC(=NN1)C1=CC=C(C=C1)Cl (2-methyl-5-(4-chlorophenyl)-1,3,4-thiadiazole), CN1C(=NC=C1[N+](=O)[O-])C=O (1-methyl-5-nitroimidazol-2-carboxaldehyde), CCOCC (ether). Reagents/catalysts: [Cl-].[Cl-].[Zn+2] (ZnCl2). The yield is 79.3%.